The task is: describe an organic reaction: reactants, conditions, products, and yield. This data is from the Open Reaction Database (ORD), a public repository of structured organic reaction records. Starting materials: C1CCOC1, COCCN=C=S, Cn1cncc1C(O)(c1ccc(Cl)cc1)c1ccc2nc(N)nc(-c3cccc(Cl)c3)c2c1, O. The product is COCCNC(=S)Nc1nc(-c2cccc(Cl)c2)c2cc(C(O)(c3ccc(Cl)cc3)c3cncn3C)ccc2n1. As a reaction SMILES: [CH2:42]1[O:43][CH2:44][CH2:45][CH2:46]1.[N:34](=[C:35]=[S:36])[CH2:37][CH2:38][O:39][CH3:40].[NH2:1][c:2]1[n:3][c:4]2[cH:5][cH:6][c:7]([C:19]([OH:20])([c:21]3[cH:22][n:23][cH:24][n:25]3[CH3:26])[c:27]3[cH:28][cH:29][c:30]([Cl:33])[cH:31][cH:32]3)[cH:8][c:9]2[c:10](-[c:12]2[cH:13][c:14]([Cl:18])[cH:15][cH:16][cH:17]2)[n:11]1.[OH2:41]>>[NH:1]([c:2]1[n:3][c:4]2[cH:5][cH:6][c:7]([C:19]([OH:20])([c:21]3[cH:22][n:23][cH:24][n:25]3[CH3:26])[c:27]3[cH:28][cH:29][c:30]([Cl:33])[cH:31][cH:32]3)[cH:8][c:9]2[c:10](-[c:12]2[cH:13][c:14]([Cl:18])[cH:15][cH:16][cH:17]2)[n:11]1)[C:35]([NH:34][CH2:37][CH2:38][O:39][CH3:40])=[S:36]. Starting materials: Nc1nc2c(Br)cc(C(F)(F)F)cc2[nH]c1=O, CCCCO, Cl, NO, O. The product is O=c1[nH]c2cc(C(F)(F)F)cc(Br)c2[nH]c1=NO. Reaction SMILES: [Br:1][c:2]1[c:3]2[n:4][c:5]([NH2:17])[c:6](=[O:16])[nH:7][c:8]2[cH:9][c:10]([C:12]([F:13])([F:14])[F:15])[cH:11]1.[CH2:22]([OH:23])[CH2:24][CH2:25][CH3:26].[ClH:18].[NH2:19][OH:20].[OH2:21]>>[Br:1][c:2]1[c:3]2[nH:4][c:5](=[N:17][OH:20])[c:6](=[O:16])[nH:7][c:8]2[cH:9][c:10]([C:12]([F:13])([F:14])[F:15])[cH:11]1. Reactants: COCOc1c(C=O)csc1-c1ccc(C(C)(C)C)cc1, C1COCCO1, Cl, O. The product is CC(C)(C)c1ccc(-c2scc(C=O)c2O)cc1. RXN SMILES: [C:1]([CH3:2])([CH3:3])([CH3:4])[c:5]1[cH:6][cH:7][c:8](-[c:11]2[s:12][cH:13][c:14]([CH:20]=[O:21])[c:15]2[O:16][CH2:17][O:18][CH3:19])[cH:9][cH:10]1.[CH2:24]1[O:25][CH2:26][CH2:27][O:28][CH2:29]1.[ClH:22].[OH2:23]>>[C:1]([CH3:2])([CH3:3])([CH3:4])[c:5]1[cH:6][cH:7][c:8](-[c:11]2[s:12][cH:13][c:14]([CH:20]=[O:21])[c:15]2[OH:16])[cH:9][cH:10]1. Isolated yield 61.0%. Yields the product ClC1=C(C=CC=C1)C=1C2=C(N(C(CN1)=O)C)C=CC(=C2)C2=CC=CC=C2 (5-(2-Chloro-phenyl)-1-methyl-7-phenyl-1,3-dihydro-benzo[e][1,4]diazepin-2-one). Reported procedure: Prepared from 5-chloro-1-methyl-7-phenyl-1,3-dihydro-benzo[e][1,4]diazepin-2-one using the same method described for Example 9 and instead of using benzene boronic acid, we used 2-chlorophenyl boronic acid. The title compound (115 mg) was obtained as a beige solid, (yield=61%). The reactants are ClC=1C2=C(N(C(CN1)=O)C)C=CC(=C2)C2=CC=CC=C2 (5-chloro-1-methyl-7-phenyl-1,3-dihydro-benzo[e][1,4]diazepin-2-one), C1(=CC=CC=C1)B(O)O (benzene boronic acid), ClC1=C(C=CC=C1)B(O)O (2-chlorophenyl boronic acid). As a reaction SMILES: Cl[C:2]1[C:3]2[CH:14]=[C:13]([C:15]3[CH:20]=[CH:19][CH:18]=[CH:17][CH:16]=3)[CH:12]=[CH:11][C:4]=2[N:5]([CH3:10])[C:6](=[O:9])[CH2:7][N:8]=1.C1(B(O)O)C=CC=CC=1.[Cl:30][C:31]1[CH:36]=[CH:35][CH:34]=[CH:33][C:32]=1B(O)O>>[Cl:30][C:31]1[CH:36]=[CH:35][CH:34]=[CH:33][C:32]=1[C:2]1[C:3]2[CH:14]=[C:13]([C:15]3[CH:20]=[CH:19][CH:18]=[CH:17][CH:16]=3)[CH:12]=[CH:11][C:4]=2[N:5]([CH3:10])[C:6](=[O:9])[CH2:7][N:8]=1. The reactants are ClC=1C=C2CCC(CC2=C(C1)Cl)=O (6.8-dichloro-3,4-dihydro-2(1H)-naphthalenone), N1CCCC1 (pyrrolidine), C1(=CC=C(C=C1)S(=O)(=O)O)C (p-toluenesulphonic acid). Solvent: C1=CC=CC=C1 (benzene). The product is ClC=1C=C2CCC(=CC2=C(C1)Cl)N1CCCC1 (1-(6,8-dichloro-3,4-dihydro-2-naphthyl)pyrrolidine). Reaction SMILES: [Cl:1][C:2]1[CH:3]=[C:4]2[C:9](=[C:10]([Cl:12])[CH:11]=1)[CH2:8][C:7](=O)[CH2:6][CH2:5]2.[NH:14]1[CH2:18][CH2:17][CH2:16][CH2:15]1.C1(C)C=CC(S(O)(=O)=O)=CC=1>C1C=CC=CC=1>[Cl:1][C:2]1[CH:3]=[C:4]2[C:9](=[C:10]([Cl:12])[CH:11]=1)[CH:8]=[C:7]([N:14]1[CH2:18][CH2:17][CH2:16][CH2:15]1)[CH2:6][CH2:5]2. Reported procedure: 30.0 g of 6.8-dichloro-3,4-dihydro-2(1H)-naphthalenone were boiled at reflux for 2 hours in 250 ml of benzene and 11.5 ml of pyrrolidine in the presence of 0.5 g of anhydrous p-toluenesulphonic acid. For purification, the 1-(6,8-dichloro-3,4-dihydro-2-naphthyl)pyrrolidine obtained was triturated with 150 ml of isopropyl ether. The filtered-off solid exhibits a melting point of 84°-86°. A further portion of melting point 84.5°-85.5° can be isolated from the mother liquors. The two portions were c... Starting materials: CN, CCO, CC(=O)c1cc(Oc2ccc(C(F)(F)F)cc2Cl)ccc1[N+](=O)[O-]. The product is CN=C(C)c1cc(Oc2ccc(C(F)(F)F)cc2Cl)ccc1[N+](=O)[O-]. As a reaction SMILES: [CH3:25][NH2:26].[CH3:27][CH2:28][OH:29].[Cl:1][c:2]1[c:3]([O:4][c:5]2[cH:6][cH:7][c:8]([N+:14](=[O:15])[O-:16])[c:9]([C:11]([CH3:12])=[O:13])[cH:10]2)[cH:17][cH:18][c:19]([C:21]([F:22])([F:23])[F:24])[cH:20]1>>[Cl:1][c:2]1[c:3]([O:4][c:5]2[cH:6][cH:7][c:8]([N+:14](=[O:15])[O-:16])[c:9]([C:11]([CH3:12])=[N:26][CH3:25])[cH:10]2)[cH:17][cH:18][c:19]([C:21]([F:22])([F:23])[F:24])[cH:20]1.